Dataset: the Open Reaction Database (ORD), a public repository of structured organic reaction records. Task: describe an organic reaction: reactants, conditions, products, and yield Reactants: NS(=O)(=O)c1cc(C(=O)CBr)ccc1Cl, [BH3-]C#N, [CH3], CCOC(C)=O, CC(=O)O, [Cl-], Cl, [Na+], [Na+], C1CCOC1, O. Product: NS(=O)(=O)c1cc(C(O)CBr)ccc1Cl. As a reaction SMILES: [Br:5][CH2:6][C:7](=[O:8])[c:9]1[cH:10][c:11]([S:16]([NH2:17])(=[O:18])=[O:19])[c:12]([Cl:15])[cH:13][cH:14]1.[C:1]([BH3-:2])#[N:3].[CH3:20].[CH3:30][CH2:31][O:32][C:33](=[O:34])[CH3:35].[CH3:36][C:37](=[O:38])[OH:39].[Cl-:23].[ClH:21].[Na+:22].[Na+:4].[O:24]1[CH2:25][CH2:26][CH2:27][CH2:28]1.[OH2:29]>>[Br:5][CH2:6][CH:7]([OH:8])[c:9]1[cH:10][c:11]([S:16]([NH2:17])(=[O:18])=[O:19])[c:12]([Cl:15])[cH:13][cH:14]1. The product is C(C)(=O)O[C@@H]1[C@]2(CO)[C@@H](CC1)[C@@H]1CCC=3C=C(C=CC3[C@H]1CC2)O (17β-acetoxy-1,3,5(10)-estratriene-3,18-diol). Starting materials: C[C@@]12C(CC[C@H]1[C@@H]1CCC=3C=CC=CC3[C@H]1CC2)=O (1,3,5(10)-estratrien-17-one), C(C(=O)O)(=O)O (oxalic acid), C1CCOC1 (THF), [H-].C(C)(C)(C)O[Al](OC(C)(C)C)OC(C)(C)C.[Li+] (lithium tri-tert.-butoxyaluminum hydride). Run in CCOCC (ether), O (water), CO (methanol), O (water). Procedure details: 400 mg. of 3,18-bis)tetrahydropyranyloxy)-1,3,5(10)-estratrien-17-one is mixed, in 4 ml. of absolute THF, at 0° C. with 400 mg. of lithium tri-tert.-butoxyaluminum hydride and stirred for 30 minutes at room temperature. After the mixture has been poured into water, it is extracted with ether. The ether phase is washed neutral with water, dried, and evaporated. The residue of crude 3,18-bis(tetrahydropyranyloxy)-1,3,5(10)-estratrien-17β-ol is heated in 1 ml. of pyridine with 1 ml. of acetic anhyd... Conditions: time 45 minute. RXN SMILES: [CH3:1][C@:2]12[CH2:18][CH2:17][C@H:16]3[C@@H:7]([CH2:8][CH2:9][C:10]4[CH:11]=[CH:12][CH:13]=[CH:14][C:15]=43)[C@@H:6]1[CH2:5][CH2:4][C:3]2=[O:19].C1C[O:23]CC1.[H-].C(O[Al](OC(C)(C)C)OC(C)(C)C)(C)(C)C.[Li+].[C:43](O)(=O)[C:44]([OH:46])=[O:45]>CCOCC.O.CO>[C:44]([O:46][C@H:1]1[CH2:4][CH2:5][C@H:6]2[C@H:7]3[C@H:16]([CH2:17][CH2:18][C@:2]12[CH2:3][OH:19])[C:15]1[CH:14]=[CH:13][C:12]([OH:23])=[CH:11][C:10]=1[CH2:9][CH2:8]3)(=[O:45])[CH3:43] |f:2.3.4|.